This data is from the Open Reaction Database (ORD), a public repository of structured organic reaction records. The task is: describe an organic reaction: reactants, conditions, products, and yield Reactants: CC1=C(N)C=C(C=C1)C (2,5-dimethyl-aniline), [N+](=O)([O-])C1=C(C=CC=C1)S(=O)(=O)Cl (2-nitrobenzenesulfonyl chloride), N1=CC=CC=C1 (pyridine). The solvent is C(Cl)Cl (CH2Cl2). Yields the product [N+](=O)([O-])C1=C(C=CC=C1)S(=O)(=O)NC1=C(C=CC(=C1)C)C (2-nitro-N-(2,5-dimethyl-phenyl)-benzenesulfonamide). Reaction SMILES: [CH3:1][C:2]1[CH:8]=[CH:7][C:6]([CH3:9])=[CH:5][C:3]=1[NH2:4].[N+:10]([C:13]1[CH:18]=[CH:17][CH:16]=[CH:15][C:14]=1[S:19](Cl)(=[O:21])=[O:20])([O-:12])=[O:11].N1C=CC=CC=1>C(Cl)Cl>[N+:10]([C:13]1[CH:18]=[CH:17][CH:16]=[CH:15][C:14]=1[S:19]([NH:4][C:3]1[CH:5]=[C:6]([CH3:9])[CH:7]=[CH:8][C:2]=1[CH3:1])(=[O:21])=[O:20])([O-:12])=[O:11]. Reported procedure: 2,5-dimethyl-aniline (2.4 g, 20 mmol) and 2-nitrobenzenesulfonyl chloride (4.4 g, 20 mmol) are dissolved in CH2Cl2 and treated with pyridine (1.8 mL, 22 mmol). The reaction mixture is stirred at room temperature until TLC shows no starting material. The reaction mixture is quenched with dilute HCl, and the organic layer washed with saturated brine. Drying over MgSO4, filtration, and concentration provides a solid that is recrystallized from hot EtOAc/hexanes to provide 2-nitro-N-(2,5-dimethyl-ph... Starting materials: BrC=1C=C(C=CC1)C1(N=C(OC1)N)C1=CC=CC=C1 ((RS)-4-(3-bromo-phenyl)-4-phenyl-4,5-dihydro-oxazol-2-ylamine), CC(C)([O-])C.[Na+] (sodium tert-butoxide), C(C)(C)(C)P(C1=C(C=CC=C1)C1=C(C=C(C=C1CCC)CCC)CCC)C(C)(C)C (2-di-t-butylphosphino-2′,4′,6′-tri-1-propyl-1,1′biphenyl), C1OC=2C=C(N)C=CC2O1 (3,4-(methylendioxy)-aniline). Reagents/catalysts: C=1C=CC(=CC1)/C=C/C(=O)/C=C/C2=CC=CC=C2.C=1C=CC(=CC1)/C=C/C(=O)/C=C/C2=CC=CC=C2.C=1C=CC(=CC1)/C=C/C(=O)/C=C/C2=CC=CC=C2.[Pd].[Pd] (tris(dibenzylideneacetone)dipalladium). Run in C(C)(=O)OCC (ethyl acetate), O (water), C1(=CC=CC=C1)C (toluene). Conditions: temperature 100 celsius, time 16 hour. Product: O1COC2=C1C=CC(=C2)NC=2C=C(C=CC2)C2(N=C(OC2)N)C2=CC=CC=C2 ((RS)-4-[3-(1,3-Benzodioxol-5-ylamino)-phenyl]-4-phenyl-4,5-dihydro-oxazol-2-ylamine). RXN SMILES: Br[C:2]1[CH:3]=[C:4]([C:8]2([C:14]3[CH:19]=[CH:18][CH:17]=[CH:16][CH:15]=3)[CH2:12][O:11][C:10]([NH2:13])=[N:9]2)[CH:5]=[CH:6][CH:7]=1.CC(C)([O-])C.[Na+].C(P(C(C)(C)C)C1C=CC=CC=1C1C(CCC)=CC(CCC)=CC=1CCC)(C)(C)C.[CH2:56]1[O:65][C:64]2[CH:63]=[CH:62][C:60]([NH2:61])=[CH:59][C:58]=2[O:57]1>C1C=CC(/C=C/C(/C=C/C2C=CC=CC=2)=O)=CC=1.C1C=CC(/C=C/C(/C=C/C2C=CC=CC=2)=O)=CC=1.C1C=CC(/C=C/C(/C=C/C2C=CC=CC=2)=O)=CC=1.[Pd].[Pd].C(OCC)(=O)C.O.C1(C)C=CC=CC=1>[O:65]1[C:64]2[CH:63]=[CH:62][C:60]([NH:61][C:2]3[CH:3]=[C:4]([C:8]4([C:14]5[CH:19]=[CH:18][CH:17]=[CH:16][CH:15]=5)[CH2:12][O:11][C:10]([NH2:13])=[N:9]4)[CH:5]=[CH:6][CH:7]=3)=[CH:59][C:58]=2[O:57][CH2:56]1 |f:1.2,5.6.7.8.9|. Procedure: An oven dried pressure tube was charged with (RS)-4-(3-bromo-phenyl)-4-phenyl-4,5-dihydro-oxazol-2-ylamine (Building Block A, 100 mg, 0.315 mmol), sodium tert-butoxide (61 mg, 0.63 mmol), 2-di-t-butylphosphino-2′,4′,6′-tri-1-propyl-1,1′biphenyl (12 mg, 0.028 mmol), tris(dibenzylideneacetone)dipalladium (7 mg, 0.008 mmol) and 3,4-(methylendioxy)-aniline (86 mg, 0.631 mmol). After three vacuum-nitrogen cycles, toluene was introduced (0.7 mL), the tube was scaled and stirred at 100° C. for 16 hours... The reactants are C(C1=CC=CC=C1)N1CCN(CC1)S(N)(=O)=O (1-benzyl-4-sulfamoylpiperazine), BrCC=1C=C(C=CC1CBr)Cl (3,4-bis(bromomethyl)-1-chlorobenzene), C([O-])([O-])=O.[K+].[K+] (potassium carbonate). Run in C(C)O (ethanol). Yields the product C(C1=CC=CC=C1)N1CCN(CC1)S(=O)(=O)N1C=C2C=CC(=CC2=C1)Cl (1-Benzyl-4-[(5-chloroisoindol-2-yl)sulfonyl]piperazine). Reaction SMILES: [CH2:1]([N:8]1[CH2:13][CH2:12][N:11]([S:14](=[O:17])(=[O:16])[NH2:15])[CH2:10][CH2:9]1)[C:2]1[CH:7]=[CH:6][CH:5]=[CH:4][CH:3]=1.Br[CH2:19][C:20]1[CH:21]=[C:22]([Cl:28])[CH:23]=[CH:24][C:25]=1[CH2:26]Br.C(=O)([O-])[O-].[K+].[K+]>C(O)C>[CH2:1]([N:8]1[CH2:9][CH2:10][N:11]([S:14]([N:15]2[CH:19]=[C:20]3[C:25]([CH:24]=[CH:23][C:22]([Cl:28])=[CH:21]3)=[CH:26]2)(=[O:17])=[O:16])[CH2:12][CH2:13]1)[C:2]1[CH:7]=[CH:6][CH:5]=[CH:4][CH:3]=1 |f:2.3.4|. Procedure: In ethanol (5 ml), 1-benzyl-4-sulfamoylpiperazine (251 mg) was dissolved. To the resulting solution, 3,4-bis(bromomethyl)-1-chlorobenzene (293 mg) and potassium carbonate (204 mg) were added, followed by heating under reflux for 3.5 hours. After cooling, the precipitate was filtered off. The filtrate was then distilled under reduced pressure and the residue was purified by chromatography on a silica gel column (dichloromethane˜ethanol:dichloromethane=1:100), whereby the title compound (222 mg, 5...